This data is from the Open Reaction Database (ORD), a public repository of structured organic reaction records. The task is: describe an organic reaction: reactants, conditions, products, and yield The reactants are N#Cc1ccc2cc(C(=O)O)ccc2c1, [Ca+2], O=S(=O)([O-])[O-], CN(C)C=O, O=S(Cl)Cl. Product: N#Cc1ccc2cc(C(=O)Cl)ccc2c1. RXN SMILES: [C:1](#[N:2])[c:3]1[cH:4][c:5]2[cH:6][cH:7][c:8]([C:13](=[O:14])[OH:15])[cH:9][c:10]2[cH:11][cH:12]1.[Ca+2:20].[O-:21][S:22](=[O:23])(=[O:24])[O-:25].[O:26]=[CH:27][N:28]([CH3:29])[CH3:30].[S:16]([Cl:17])([Cl:18])=[O:19]>>[C:1](#[N:2])[c:3]1[cH:4][c:5]2[cH:6][cH:7][c:8]([C:13](=[O:15])[Cl:18])[cH:9][c:10]2[cH:11][cH:12]1. The reactants are ( 1 ), ( 2 ), C(CCCC(=O)[O-])(=O)[O-] (glutarate), C1(CCCC(=O)O1)=O (glutaric anhydride), compound ( 2 ), ON1C(CCC1=O)=O (N-hydroxy succinimide), C1(CCCCC1)N=C=NC1CCCCC1 (N, N′-dicyclohexylcarbodiimide). Reaction SMILES: [C:1]([O-:9])(=[O:8])[CH2:2][CH2:3][CH2:4][C:5]([O-:7])=[O:6].C1(=O)OC(=O)CCC1.O[N:19]1[C:23](=[O:24])[CH2:22][CH2:21][C:20]1=[O:25].C1(N=C=NC2CCCCC2)CCCCC1>>[C:1]([OH:9])(=[O:8])[CH2:2][CH2:3][CH2:4][C:5]([OH:7])=[O:6].[C:20]1(=[O:25])[NH:19][C:23](=[O:24])[CH2:22][CH2:21]1 |f:4.5|. Product: C(CCCC(=O)O)(=O)O.C1(CCC(N1)=O)=O (succinimide glutarate). Procedure: As depicted in above Scheme 2, 6-arm PEG (1) synthesized in the Scheme 1 is reacted with glutarate reagents, e.g., glutaric anhydride to synthesize 6-arm PEG-glutatic acid (6-arm PEG-GA) (2). The compound (2) was reacted with N-hydroxy succinimide (NHS) and N, N′-dicyclohexylcarbodiimide (DCC) to produce 6-arm PEG-succinimide glutarate (6-arm PEG-SG) (3). Reactants: Br, CC(=O)O, COc1ccc(-c2nc(-c3cccs3)c[nH]2)cc1C, [Na+], O=C([O-])O. The product is Cc1cc(-c2nc(-c3cccs3)c[nH]2)ccc1O. RXN SMILES: [BrH:20].[C:26]([OH:27])(=[O:28])[CH3:29].[CH3:1][c:2]1[cH:3][c:4](-[c:10]2[nH:11][cH:12][c:13](-[c:15]3[s:16][cH:17][cH:18][cH:19]3)[n:14]2)[cH:5][cH:6][c:7]1[O:8][CH3:9].[Na+:25].[O-:21][C:22]([OH:23])=[O:24]>>[CH3:1][c:2]1[cH:3][c:4](-[c:10]2[nH:11][cH:12][c:13](-[c:15]3[s:16][cH:17][cH:18][cH:19]3)[n:14]2)[cH:5][cH:6][c:7]1[OH:8]. Starting materials: FC1=CC=C(N)C=C1 (4-fluoroaniline), ClOC(C)(C)C (t-butyl hypochlorite), C(C)SC(C(=O)OCC)C (ethyl 2(ethylthio)propanoate). Yields the product C(C)SC1(C(NC2=CC=C(C=C12)F)=O)C (3-(Ethylthio)-5-fluoro-3-methyl-1,3-dihydro-2(2H)indolone). As a reaction SMILES: [F:1][C:2]1[CH:8]=[CH:7][C:5]([NH2:6])=[CH:4][CH:3]=1.ClOC(C)(C)C.[CH2:15]([S:17][CH:18]([CH3:24])[C:19](OCC)=[O:20])[CH3:16]>>[CH2:15]([S:17][C:18]1([CH3:24])[C:7]2[C:5](=[CH:4][CH:3]=[C:2]([F:1])[CH:8]=2)[NH:6][C:19]1=[O:20])[CH3:16]. Procedure: The compound is prepared as described under 1.1, starting with 24.4 g (0.22 mole) of 4-fluoroaniline, 26.2 ml of t-butyl hypochlorite and 35.7 g (0.22 mole) of ethyl 2(ethylthio)propanoate. Starting materials: ClC1=NC=CC(=N1)C=1C=NN(C1)C(CC#N)CC1CCN(CC1)C(C1=C(C=C(C=C1)F)F)=O (3-(4-(2-chloropyrimidin-4-yl)-1H-pyrazol-1-yl)-4-(1-(2,4-difluorobenzoyl)piperidin-4-yl)butanenitrile), N1(C=NC=C1)C1=CC=C(N)C=C1 (4-(1H-imidazol-1-yl)aniline), C1(=CC=C(C=C1)S(=O)(=O)O)C (p-toluenesulfonic acid). Solvent: O1CCOCC1 (1,4-dioxane), C(C)#N (acetonitrile), O (water). The product is N1(C=NCC1)C1=CC=C(C=C1)NC1=NC=CC(=N1)C=1C=NN(C1)C(CC#N)CC1CCN(CC1)C(C1=C(C=C(C=C1)F)F)=O (3-(4-(2-(4-(4H-imidazol-1-yl)phenylamino)pyrimidin-4-yl)-1H-pyrazol-1-yl)-4-(1-(2,4-difluorobenzoyl)piperidin-4-yl)butanenitrile), mixture. Yield: 71.0%. As a reaction SMILES: Cl[C:2]1[N:7]=[C:6]([C:8]2[CH:9]=[N:10][N:11]([CH:13]([CH2:17][CH:18]3[CH2:23][CH2:22][N:21]([C:24](=[O:33])[C:25]4[CH:30]=[CH:29][C:28]([F:31])=[CH:27][C:26]=4[F:32])[CH2:20][CH2:19]3)[CH2:14][C:15]#[N:16])[CH:12]=2)[CH:5]=[CH:4][N:3]=1.[N:34]1([C:39]2[CH:45]=[CH:44][C:42]([NH2:43])=[CH:41][CH:40]=2)[CH:38]=[CH:37][N:36]=[CH:35]1.C1(C)C=CC(S(O)(=O)=O)=CC=1>O1CCOCC1.C(#N)C.O>[N:34]1([C:39]2[CH:40]=[CH:41][C:42]([NH:43][C:2]3[N:7]=[C:6]([C:8]4[CH:9]=[N:10][N:11]([CH:13]([CH2:17][CH:18]5[CH2:23][CH2:22][N:21]([C:24](=[O:33])[C:25]6[CH:30]=[CH:29][C:28]([F:31])=[CH:27][C:26]=6[F:32])[CH2:20][CH2:19]5)[CH2:14][C:15]#[N:16])[CH:12]=4)[CH:5]=[CH:4][N:3]=3)=[CH:44][CH:45]=2)[CH2:38][CH2:37][N:36]=[CH:35]1. Procedure details: A mixture of 3-(4-(2-chloropyrimidin-4-yl)-1H-pyrazol-1-yl)-4-(1-(2,4-difluorobenzoyl)piperidin-4-yl)butanenitrile (30 mg, 0.06 mmol), 4-(1H-imidazol-1-yl)aniline (15.2 mg, 0.0956 mmol), and p-toluenesulfonic acid (9.3 mg, 0.054 mmol) in dry 1,4-dioxane (0.5 mL) was refluxed overnight. The mixture was diluted with acetonitrile and water, purified on RP-HPLC to give the desired product as a racemic mixture (25 mg, 71%). LCMS (M+H) 594.1. Starting materials: CN(C)C=O, O=C(Nc1ccc(Cl)cc1)c1ccncc1Cl, [Cu], S, NCC1CCN(c2ccncc2)CC1. Product: O=C(Nc1ccc(Cl)cc1)c1ccncc1NCC1CCN(c2ccncc2)CC1. Reaction SMILES: [CH3:33][N:34]([CH3:35])[CH:36]=[O:37].[Cl:1][c:2]1[cH:3][n:4][cH:5][cH:6][c:7]1[C:8](=[O:9])[NH:10][c:11]1[cH:12][cH:13][c:14]([Cl:17])[cH:15][cH:16]1.[Cu:38].[SH2:32].[n:18]1[cH:19][cH:20][c:21]([N:24]2[CH2:25][CH2:26][CH:27]([CH2:30][NH2:31])[CH2:28][CH2:29]2)[cH:22][cH:23]1>>[c:2]1([NH:31][CH2:30][CH:27]2[CH2:26][CH2:25][N:24]([c:21]3[cH:20][cH:19][n:18][cH:23][cH:22]3)[CH2:29][CH2:28]2)[cH:3][n:4][cH:5][cH:6][c:7]1[C:8](=[O:9])[NH:10][c:11]1[cH:12][cH:13][c:14]([Cl:17])[cH:15][cH:16]1. Reactants: N1C=NC=C1 (imidazole), ClC=1N=C(C2=C(N1)SC(=C2)CC)NCC2=CC(=CC=C2)[N+](=O)[O-] (2-chloro-6-ethyl-4-(3-nitrobenzylamino)-thieno-[2,3-d]-pyrimidine). Product: N1(C=NC=C1)C=1N=C(C2=C(N1)SC(=C2)CC)NCC2=CC(=CC=C2)[N+](=O)[O-] (2-(imidazol-1-yl)-6-ethyl-4-(3-nitrobenzylamino)-thieno-[2,3-d]-pyrimidine). Reaction SMILES: [NH:1]1[CH:5]=[CH:4][N:3]=[CH:2]1.Cl[C:7]1[N:8]=[C:9]([NH:18][CH2:19][C:20]2[CH:25]=[CH:24][CH:23]=[C:22]([N+:26]([O-:28])=[O:27])[CH:21]=2)[C:10]2[CH:15]=[C:14]([CH2:16][CH3:17])[S:13][C:11]=2[N:12]=1>>[N:1]1([C:7]2[N:8]=[C:9]([NH:18][CH2:19][C:20]3[CH:25]=[CH:24][CH:23]=[C:22]([N+:26]([O-:28])=[O:27])[CH:21]=3)[C:10]3[CH:15]=[C:14]([CH2:16][CH3:17])[S:13][C:11]=3[N:12]=2)[CH:5]=[CH:4][N:3]=[CH:2]1. Procedure details: Following the procedure of Example 97, the reaction of imidazole with 2-chloro-6-ethyl-4-(3-nitrobenzylamino)-thieno-[2,3-d]-pyrimidine gives 2-(imidazol-1-yl)-6-ethyl-4-(3-nitrobenzylamino)-thieno-[2,3-d]-pyrimidine.